Task: describe an organic reaction: reactants, conditions, products, and yield. Dataset: the Open Reaction Database (ORD), a public repository of structured organic reaction records Starting materials: [OH-].[Na+] (sodium hydroxide), [H][H] (hydrogen), C(C1=CC=CC=C1)OC1=CC=C(OC2=C(C=C(C(=O)O)C=C2S(N)(=O)=O)[N+](=O)[O-])C=C1 (4-(4-benzyloxyphenoxy)-3-nitro-5-sulphamyl-benzoic acid), [H][H] (hydrogen). Reagents/catalysts: [Pt]=O (platinum oxide). Solvent: O (water). The product is NC=1C=C(C(=O)O)C=C(C1OC1=CC=C(C=C1)OCC1=CC=CC=C1)S(N)(=O)=O (3-amino-4-(4-benzyloxyphenoxy)-5-sulphamyl-benzoic acid). As a reaction SMILES: [CH2:1]([O:8][C:9]1[CH:31]=[CH:30][C:12]([O:13][C:14]2[C:22]([S:23](=[O:26])(=[O:25])[NH2:24])=[CH:21][C:17]([C:18]([OH:20])=[O:19])=[CH:16][C:15]=2[N+:27]([O-])=O)=[CH:11][CH:10]=1)[C:2]1[CH:7]=[CH:6][CH:5]=[CH:4][CH:3]=1.[OH-].[Na+].[H][H]>O.[Pt]=O>[NH2:27][C:15]1[CH:16]=[C:17]([CH:21]=[C:22]([S:23](=[O:26])(=[O:25])[NH2:24])[C:14]=1[O:13][C:12]1[CH:11]=[CH:10][C:9]([O:8][CH2:1][C:2]2[CH:7]=[CH:6][CH:5]=[CH:4][CH:3]=2)=[CH:31][CH:30]=1)[C:18]([OH:20])=[O:19] |f:1.2|. Procedure: A suspension of 4-(4-benzyloxyphenoxy)-3-nitro-5-sulphamyl-benzoic acid (10 g) in water (250 ml) was adjusted to pH 11 by addition of 1N sodium hydroxide. The resulting solution was hydrogenated at room termperature and at 1.1 atmospheres hydrogen pressure after addition of a platinum oxide catalyst (0.4 g). After the hydrogen uptake had become negligible, the catalyst was removed by filtration, and the 3-amino-4-(4-benzyloxyphenoxy)-5-sulphamyl-benzoic acid was precipitated by adjusting the fil...